The task is: describe an organic reaction: reactants, conditions, products, and yield. This data is from the Open Reaction Database (ORD), a public repository of structured organic reaction records. Starting materials: C1COCCN1, Cc1cc(C(=O)O)c2c(N)c(C(N)=O)sc2n1, CN(C)C=O, O. Yields the product Cc1cc(C(=O)N2CCOCC2)c2c(N)c(C(N)=O)sc2n1. RXN SMILES: [CH2:18]1[CH2:19][O:20][CH2:21][CH2:22][NH:23]1.[NH2:1][c:2]1[c:3]([C:15]([NH2:16])=[O:17])[s:4][c:5]2[n:6][c:7]([CH3:14])[cH:8][c:9]([C:11](=[O:12])[OH:13])[c:10]12.[O:24]=[CH:25][N:26]([CH3:27])[CH3:28].[OH2:29]>>[NH2:1][c:2]1[c:3]([C:15]([NH2:16])=[O:17])[s:4][c:5]2[n:6][c:7]([CH3:14])[cH:8][c:9]([C:11](=[O:13])[N:23]3[CH2:18][CH2:19][O:20][CH2:21][CH2:22]3)[c:10]12. Starting materials: CC1=C(C(=O)OC)C=CC=C1B1OC(C(O1)(C)C)(C)C (methyl 2-methyl-3-(4,4,5,5-tetramethyl-1,3,2-dioxaborolan-2-yl)benzoate), BrC1=C(C=C(C=C1C)O)C (4-bromo-3,5-dimethylphenol), C1(CCCCC1)P(C1=C(C=CC=C1)C1=C(C=CC=C1OC)OC)C1CCCCC1 (dicyclohexyl(2′,6′-dimethoxybiphenyl-2-yl)phosphine), P(=O)([O-])([O-])[O-].[K+].[K+].[K+] (tripotassium phosphate). Reagents/catalysts: C(C)(=O)[O-].[Pd+2].C(C)(=O)[O-] (palladium acetate). Solvent: O (water), C1(=CC=CC=C1)C (toluene). Reaction conditions: temperature 60 celsius, time 14.5 hour. The product is OC1=CC(=C(C(=C1)C)C1=C(C(=CC=C1)C(=O)OC)C)C (methyl 4′-hydroxy-2,2′,6′-trimethylbiphenyl-3-carboxylate). RXN SMILES: [CH3:1][C:2]1[C:11](B2OC(C)(C)C(C)(C)O2)=[CH:10][CH:9]=[CH:8][C:3]=1[C:4]([O:6][CH3:7])=[O:5].Br[C:22]1[C:27]([CH3:28])=[CH:26][C:25]([OH:29])=[CH:24][C:23]=1[CH3:30].C1(P(C2CCCCC2)C2C=CC=CC=2C2C(OC)=CC=CC=2OC)CCCCC1.P([O-])([O-])([O-])=O.[K+].[K+].[K+]>C([O-])(=O)C.[Pd+2].C([O-])(=O)C.O.C1(C)C=CC=CC=1>[OH:29][C:25]1[CH:26]=[C:27]([CH3:28])[C:22]([C:11]2[CH:10]=[CH:9][CH:8]=[C:3]([C:4]([O:6][CH3:7])=[O:5])[C:2]=2[CH3:1])=[C:23]([CH3:30])[CH:24]=1 |f:3.4.5.6,7.8.9|. Procedure: In an atmosphere of nitrogen, a mixture of methyl 2-methyl-3-(4,4,5,5-tetramethyl-1,3,2-dioxaborolan-2-yl)benzoate, 4-bromo-3,5-dimethylphenol, palladium acetate, dicyclohexyl(2′,6′-dimethoxybiphenyl-2-yl)phosphine, tripotassium phosphate, toluene and water was stirred for 14.5 hours with heating at 60° C. to obtain methyl 4′-hydroxy-2,2′,6′-trimethylbiphenyl-3-carboxylate.